This data is from the Open Reaction Database (ORD), a public repository of structured organic reaction records. The task is: describe an organic reaction: reactants, conditions, products, and yield The reactants are CCc1c(C)nc2n1N=C(c1ccc([N+](=O)[O-])cc1)c1cc3c(cc1C2)OCO3, C1=CCCCC1, CCO, [OH-], [OH-], [Pd+2]. The product is CCc1c(C)nc2n1N=C(c1ccc(N)cc1)c1cc3c(cc1C2)OCO3. As a reaction SMILES: [CH2:1]([CH3:2])[c:3]1[c:4]([CH3:29])[n:5][c:6]2[n:7]1[N:8]=[C:9]([c:20]1[cH:21][cH:22][c:23]([N+:26]([O-:27])=[O:28])[cH:24][cH:25]1)[c:10]1[c:11]([cH:13][c:14]3[c:15]([cH:16]1)[O:17][CH2:18][O:19]3)[CH2:12]2.[CH2:30]1[CH2:31][CH:32]=[CH:33][CH2:34][CH2:35]1.[CH3:36][CH2:37][OH:38].[OH-:39].[OH-:41].[Pd+2:40]>>[CH2:1]([CH3:2])[c:3]1[c:4]([CH3:29])[n:5][c:6]2[n:7]1[N:8]=[C:9]([c:20]1[cH:21][cH:22][c:23]([NH2:26])[cH:24][cH:25]1)[c:10]1[c:11]([cH:13][c:14]3[c:15]([cH:16]1)[O:17][CH2:18][O:19]3)[CH2:12]2. The reactants are C(C1=CC=CC=C1)SC(CNC(=O)C=1NC2=C(C=C(C=C2C1)OCCOC)N(S(=O)(=O)C1=NC=CC=C1)C)(C(OC)OC)C (N-[2-(benzylthio)-3,3-dimethoxy-2-methylpropyl]-5-(2-methoxyethoxy)-7-[methyl(pyridin-2-ylsulfonyl)amino]-1H-indole-2-carboxamide), O (water), resin. The solvent is CC(=O)C (acetone). Product: C(C1=CC=CC=C1)SC(CNC(=O)C=1NC2=C(C=C(C=C2C1)OCCOC)N(S(=O)(=O)C1=NC=CC=C1)C)(C=O)C (N-[2-(benzylthio)-2-methyl-3-oxopropyl]-5-(2-methoxyethoxy)-7-[methyl(pyridin-2-ylsulfonyl)amino]-1H-indole-2-carboxamide). The yield is 86.2%. As a reaction SMILES: [CH2:1]([S:8][C:9]([CH3:44])([CH:39](OC)[O:40]C)[CH2:10][NH:11][C:12]([C:14]1[NH:15][C:16]2[C:21]([CH:22]=1)=[CH:20][C:19]([O:23][CH2:24][CH2:25][O:26][CH3:27])=[CH:18][C:17]=2[N:28]([CH3:38])[S:29]([C:32]1[CH:37]=[CH:36][CH:35]=[CH:34][N:33]=1)(=[O:31])=[O:30])=[O:13])[C:2]1[CH:7]=[CH:6][CH:5]=[CH:4][CH:3]=1.O>CC(C)=O>[CH2:1]([S:8][C:9]([CH3:44])([CH:39]=[O:40])[CH2:10][NH:11][C:12]([C:14]1[NH:15][C:16]2[C:21]([CH:22]=1)=[CH:20][C:19]([O:23][CH2:24][CH2:25][O:26][CH3:27])=[CH:18][C:17]=2[N:28]([CH3:38])[S:29]([C:32]1[CH:37]=[CH:36][CH:35]=[CH:34][N:33]=1)(=[O:30])=[O:31])=[O:13])[C:2]1[CH:7]=[CH:6][CH:5]=[CH:4][CH:3]=1. Procedure details: To a mixture of N-[2-(benzylthio)-3,3-dimethoxy-2-methylpropyl]-5-(2-methoxyethoxy)-7-[methyl(pyridin-2-ylsulfonyl)amino]-1H-indole-2-carboxamide (1.95 g), water (0.16 mL) and acetone (30 mL) was added Amberlyst (registered trade mark) 15 ion exchange resin (500 mg) at room temperature, and the mixture was added overnight at room temperature. The insoluble substance was filtered off. The filtrate was concentrated under reduced pressure, and the residue was subjected to silica gel column chromato... Starting materials: COc1ccc(C)cc1S(=O)(=O)c1cc(CO)c2occc2c1, O=C(Cl)C(=O)Cl, ClCCl, CN(C)C=O. The product is COc1ccc(C)cc1S(=O)(=O)c1cc(CCl)c2occc2c1. As a reaction SMILES: [CH3:12][O:13][c:14]1[c:15]([S:21](=[O:22])(=[O:23])[c:24]2[cH:25][c:26]([CH2:33][OH:34])[c:27]3[c:28]([cH:29][cH:30][o:31]3)[cH:32]2)[cH:16][c:17]([CH3:20])[cH:18][cH:19]1.[Cl:1][C:2]([C:3]([Cl:4])=[O:5])=[O:6].[Cl:35][CH2:36][Cl:37].[O:7]=[CH:8][N:9]([CH3:10])[CH3:11]>>[Cl:1][CH2:33][c:26]1[cH:25][c:24]([S:21]([c:15]2[c:14]([O:13][CH3:12])[cH:19][cH:18][c:17]([CH3:20])[cH:16]2)(=[O:22])=[O:23])[cH:32][c:28]2[c:27]1[o:31][cH:30][cH:29]2. Reported procedure: 2-nitrobenzenesulfonyl chloride (10 g) is added portion-wise to 70% ethylamine in water at 0-5° C., maintaining the temperature. It is stirred for 15 minutes until completing the transformation. Water (80 mL) is added, maintaining the temperature. It is stirred for 30 minutes. It is filtered, washed and dried, obtaining 8.97 g of N-ethyl-2-nitrobenzenesulfonamide. Yields the product C(C)NS(=O)(=O)C1=C(C=CC=C1)[N+](=O)[O-] (N-ethyl-2-nitrobenzenesulfonamide). Starting materials: [N+](=O)([O-])C1=C(C=CC=C1)S(=O)(=O)Cl (2-nitrobenzenesulfonyl chloride), C(C)N (ethylamine). RXN SMILES: [N+:1]([C:4]1[CH:9]=[CH:8][CH:7]=[CH:6][C:5]=1[S:10](Cl)(=[O:12])=[O:11])([O-:3])=[O:2].[CH2:14]([NH2:16])[CH3:15]>O>[CH2:14]([NH:16][S:10]([C:5]1[CH:6]=[CH:7][CH:8]=[CH:9][C:4]=1[N+:1]([O-:3])=[O:2])(=[O:12])=[O:11])[CH3:15]. Solvent: O (water), O (Water). Run at time 15 minute. The reactants are CO, [Cl-], CCSc1nc(-c2ccc(Cl)cc2Cl)cc2nccn12, Cl, [K+], [NH4+], [OH-], O. Product: Oc1nc(-c2ccc(Cl)cc2Cl)cc2nccn12. RXN SMILES: [CH3:26][OH:27].[Cl-:24].[Cl:1][c:2]1[c:3](-[c:9]2[cH:10][c:11]3[n:12]([c:13]([S:15][CH2:16][CH3:17])[n:14]2)[cH:18][cH:19][n:20]3)[cH:4][cH:5][c:6]([Cl:8])[cH:7]1.[ClH:23].[K+:22].[NH4+:25].[OH-:21].[OH2:28]>>[Cl:1][c:2]1[c:3](-[c:9]2[cH:10][c:11]3[n:12]([c:13]([OH:21])[n:14]2)[cH:18][cH:19][n:20]3)[cH:4][cH:5][c:6]([Cl:8])[cH:7]1. Reported procedure: A solution of 0.10 mol of imidazole and 0.10 mol of n-butyl isocyanate in 40 ml of nitrobenzene was heated under reflux for 8 hours. After cooling the reaction mixture, it was diluted with carbon tetrachloride and the solid was filtered off and washed with carbon tetrachloride until the carbon tetrachloride runnings were colourless. After drying, imidazole-2-carboxylic acid n-butylamide was obtained in 18% yield. Melting point: 188°-190° C. The reactants are N1C=NC=C1 (imidazole), C(CCC)N=C=O (n-butyl isocyanate). Run in [N+](=O)([O-])C1=CC=CC=C1 (nitrobenzene), C(Cl)(Cl)(Cl)Cl (carbon tetrachloride). As a reaction SMILES: [NH:1]1[CH:5]=[CH:4][N:3]=[CH:2]1.[CH2:6]([N:10]=[C:11]=[O:12])[CH2:7][CH2:8][CH3:9]>[N+](C1C=CC=CC=1)([O-])=O.C(Cl)(Cl)(Cl)Cl>[CH2:6]([NH:10][C:11]([C:2]1[NH:1][CH:5]=[CH:4][N:3]=1)=[O:12])[CH2:7][CH2:8][CH3:9]. Yield: 18.0%. Yields the product C(CCC)NC(=O)C=1NC=CN1 (imidazole-2-carboxylic acid n-butylamide). Product: C(C)C1=C(SC=C1)C1=NC=2C(=NC=C(C2)SC(F)(F)F)N1C (2-(3-ethylthiophen-2-yl)-3-methyl-6-trifluoromethylthio-3H-imidazo[4,5,b]pyridine). Yield: 81.8%. Run in O (Water). As a reaction SMILES: [CH2:1]([S-])[CH3:2].[Na+].Cl[C:6]1[CH:10]=[CH:9][S:8][C:7]=1[C:11]1[N:24]([CH3:25])[C:14]2=[N:15][CH:16]=[C:17]([S:19][C:20]([F:23])([F:22])[F:21])[CH:18]=[C:13]2[N:12]=1.CN1C(=O)CCC1>O>[CH2:1]([C:6]1[CH:10]=[CH:9][S:8][C:7]=1[C:11]1[N:24]([CH3:25])[C:14]2=[N:15][CH:16]=[C:17]([S:19][C:20]([F:23])([F:22])[F:21])[CH:18]=[C:13]2[N:12]=1)[CH3:2] |f:0.1|. Reaction conditions: temperature 70 celsius, time 4 hour. Procedure: 0.32 g of sodium ethanethiolate was added to a mixture of 0.71 g of 2-(3-chloro-thiophen-2-yl)-3-methyl-6-trifluoromethylthio-3H-imidazo[4,5-b]pyridine and 4 ml of NMP, under ice cooling, and the mixture was stirred at 70° C. for 4 hours. Water was poured into the reaction mixture, and the mixture was extracted with ethyl acetate. The organic layer was washed with water and dried over anhydrous magnesium sulfate, then concentrated under reduced pressure and applied to a silica gel column chromat... The reactants are C(C)[S-].[Na+] (sodium ethanethiolate), ClC1=C(SC=C1)C1=NC=2C(=NC=C(C2)SC(F)(F)F)N1C (2-(3-chloro-thiophen-2-yl)-3-methyl-6-trifluoromethylthio-3H-imidazo[4,5-b]pyridine), CN1CCCC1=O (NMP).